Dataset: the Open Reaction Database (ORD), a public repository of structured organic reaction records. Task: describe an organic reaction: reactants, conditions, products, and yield Reactants: C, CCO, CCOC(=O)C(C)=Cc1ccccn1, O=C[O-], [NH4+], O, [Pd]. Yields the product CCOC(=O)C(C)Cc1ccccn1. RXN SMILES: [C:23].[CH3:19][CH2:20][OH:21].[CH3:1][C:2]([C:3](=[O:4])[O:5][CH2:6][CH3:7])=[CH:8][c:9]1[n:10][cH:11][cH:12][cH:13][cH:14]1.[CH:15]([O-:16])=[O:17].[NH4+:18].[OH2:22].[Pd:24]>>[CH3:1][CH:2]([C:3](=[O:4])[O:5][CH2:6][CH3:7])[CH2:8][c:9]1[n:10][cH:11][cH:12][cH:13][cH:14]1. The reactants are CC1(OB(OC1(C)C)C=1C=CC(=NC1)N)C (5-(4,4,5,5-tetramethyl-1,3,2-dioxaborolan-2-yl)pyridin-2-amine), FC(C=1C=C(C=CC1)N=C=O)(F)F (3-trifluoromethylphenyl isocyanate). Solvent: O1CCCC1 (tetrahydrofuran). Run at time 1 hour. Yields the product CC1(OB(OC1(C)C)C=1C=CC(=NC1)NC(=O)NC1=CC(=CC=C1)C(F)(F)F)C (N-[5-(4,4,5,5-tetramethyl-1,3,2-dioxaborolan-2-yl)pyridin-2-yl]-N′-[3-(trifluoromethyl)phenyl]urea). Reaction SMILES: [CH3:1][C:2]1([CH3:16])[C:6]([CH3:8])([CH3:7])[O:5][B:4]([C:9]2[CH:10]=[CH:11][C:12]([NH2:15])=[N:13][CH:14]=2)[O:3]1.[F:17][C:18]([F:29])([F:28])[C:19]1[CH:20]=[C:21]([N:25]=[C:26]=[O:27])[CH:22]=[CH:23][CH:24]=1>O1CCCC1>[CH3:8][C:6]1([CH3:7])[C:2]([CH3:16])([CH3:1])[O:3][B:4]([C:9]2[CH:10]=[CH:11][C:12]([NH:15][C:26]([NH:25][C:21]3[CH:22]=[CH:23][CH:24]=[C:19]([C:18]([F:17])([F:28])[F:29])[CH:20]=3)=[O:27])=[N:13][CH:14]=2)[O:5]1. Reported procedure: To an ambient solution of 5-(4,4,5,5-tetramethyl-1,3,2-dioxaborolan-2-yl)pyridin-2-amine (0.350 g, 1.59 mmol) in tetrahydrofuran (4 mL) was added 3-trifluoromethylphenyl isocyanate (1.59 mmol). The solution was stirred at room temperature for 1 hour and was then concentrated under reduced pressure. The solid was washed with diethyl ether (2 mL) and air-dried to give the title compound. MS (ESI) m/z 408 [M+H]+. Reactants: C1CCOC1, O=C(Cl)C1CCCCC1, Nc1cc2nc(-c3ccc([N+](=O)[O-])cc3)[nH]c2cn1, c1ccncc1. The product is O=C(Nc1cc2nc(-c3ccc([N+](=O)[O-])cc3)[nH]c2cn1)C1CCCCC1. Reaction SMILES: [CH2:29]1[O:30][CH2:31][CH2:32][CH2:33]1.[CH:20]1([C:26](=[O:27])[Cl:28])[CH2:21][CH2:22][CH2:23][CH2:24][CH2:25]1.[N+:1](=[O:2])([O-:3])[c:4]1[cH:5][cH:6][c:7](-[c:10]2[n:11][c:12]3[c:13]([cH:14][n:15][c:16]([NH2:18])[cH:17]3)[nH:19]2)[cH:8][cH:9]1.[cH:34]1[cH:35][cH:36][n:37][cH:38][cH:39]1>>[N+:1](=[O:2])([O-:3])[c:4]1[cH:5][cH:6][c:7](-[c:10]2[n:11][c:12]3[c:13]([cH:14][n:15][c:16]([NH:18][C:26]([CH:20]4[CH2:21][CH2:22][CH2:23][CH2:24][CH2:25]4)=[O:27])[cH:17]3)[nH:19]2)[cH:8][cH:9]1.